Dataset: the Open Reaction Database (ORD), a public repository of structured organic reaction records. Task: describe an organic reaction: reactants, conditions, products, and yield Procedure: The method in which trichlorobenzene and sodium hydrosulfide are reacted at 125° C. under increased pressure in liquid ammonia solvent in the presence of copper acetate catalyst for 10 hours to yield dichlorothiophenol, which is then reacted with sodium monochloroacetate to yield dichlorophenylthioglycolic acid with a yield of 14 to 29% [Kogyo Kagaku Zasshi, 70, 1384 (1967)]. As a reaction SMILES: [Cl:1][C:2]1[C:3]([Cl:9])=[C:4](Cl)[CH:5]=[CH:6][CH:7]=1.[SH-:10].[Na+]>N.C([O-])(=O)C.[Cu+2].C([O-])(=O)C>[Cl:1][C:2]1[C:3]([Cl:9])=[C:4]([SH:10])[CH:5]=[CH:6][CH:7]=1 |f:1.2,4.5.6|. Run in N (ammonia). The product is ClC=1C(=C(C=CC1)S)Cl (dichlorothiophenol). The reagents and catalysts are C(C)(=O)[O-].[Cu+2].C(C)(=O)[O-] (copper acetate). Reactants: ClC=1C(=C(C=CC1)Cl)Cl (trichlorobenzene), [SH-].[Na+] (sodium hydrosulfide). The reactants are NC1=C(C=CC=C1C(N)=O)NC(=O)C1=NC=C(C(=O)OC)C=C1 (methyl 6-(2-amino-3-carbamoylphenylcarbamoyl)nicotinate). Solvent: C(C)(=O)O (acetic acid). Run at time 30 minute. Product: C(N)(=O)C1=CC=CC=2NC(=NC21)C2=NC=C(C(=O)OC)C=C2 (methyl 6-(4-carbamoyl-1H-benzo[d]imidazol-2-yl)nicotinate). As a reaction SMILES: [NH2:1][C:2]1[C:7]([C:8](=[O:10])[NH2:9])=[CH:6][CH:5]=[CH:4][C:3]=1[NH:11][C:12]([C:14]1[CH:23]=[CH:22][C:17]([C:18]([O:20][CH3:21])=[O:19])=[CH:16][N:15]=1)=O>C(O)(=O)C>[C:8]([C:7]1[C:2]2[N:1]=[C:12]([C:14]3[CH:23]=[CH:22][C:17]([C:18]([O:20][CH3:21])=[O:19])=[CH:16][N:15]=3)[NH:11][C:3]=2[CH:4]=[CH:5][CH:6]=1)(=[O:10])[NH2:9]. Reported procedure: The crude product from EXAMPLE 51A in acetic acid (40 ml) was heated to 90° C. for 1.5 hours. After cooling, the suspension was filtered. The filter cake was washed with acetic acid, and stirred in saturated NaHCO3 for 30 minutes. The solid was filtered, washed with water and ether, and dried under vacuum to provide the title compound as an off-white solid. MS (DCI/NH3) m/z: 297.1 (M+H)+. Starting materials: CC(C)(C)c1ccc(CC#N)cc1, CCOC(=O)c1c(C)c(C)nn1C, CCOCCOCCO, CO, C[O-], COCCOCCOC, CCCCCCC, Cl, [Na+], O, Cc1ccccc1C. The product is Cc1nn(C)c(C(=O)C(C#N)c2ccc(C(C)(C)C)cc2)c1C. As a reaction SMILES: [C:1]([CH3:2])([CH3:3])([CH3:4])[c:5]1[cH:6][cH:7][c:8]([CH2:11][C:12]#[N:13])[cH:9][cH:10]1.[CH2:14]([O:16][C:17](=[O:15])[c:19]1[c:20]([CH3:26])[c:21]([CH3:25])[n:22][n:23]1[CH3:24])[CH3:18].[CH2:27]([O:28][CH2:29][CH2:30][O:31][CH2:32][CH2:33][OH:34])[CH3:35].[CH3:36][OH:37].[CH3:38][O-:39].[CH3:51][O:52][CH2:53][CH2:54][O:55][CH2:56][CH2:57][O:58][CH3:59].[CH3:60][CH2:61][CH2:62][CH2:63][CH2:64][CH2:65][CH3:66].[ClH:41].[Na+:40].[OH2:50].[c:42]1([CH3:43])[c:44]([CH3:45])[cH:46][cH:47][cH:48][cH:49]1>>[C:1]([CH3:2])([CH3:3])([CH3:4])[c:5]1[cH:6][cH:7][c:8]([CH:11]([C:12]#[N:13])[C:17](=[O:16])[c:19]2[c:20]([CH3:26])[c:21]([CH3:25])[n:22][n:23]2[CH3:24])[cH:9][cH:10]1. Reactants: C(C)(C)(C)OC(NC1=CC=C(C=C1)OC1=C(C=C(C=C1)C(NC=1SC(=NN1)C(C)(C)C)=O)NC=1C2=C(N=CN1)N=C(C=C2)C(C)C)=O ({4-[4-(5-tert-Butyl-[1,3,4]thiadiazol-2-ylcarbamoyl)-2-(7-isopropyl-pyrido[2,3-d]pyrimidin-4-ylamino)-phenoxy]-phenyl}-carbamic acid tert-butyl ester). Solvent: C(=O)(C(F)(F)F)O (TFA), C(Cl)Cl (CH2Cl2). Conditions: time 2 hour. The product is NC1=CC=C(OC2=C(C=C(C(=O)NC=3SC(=NN3)C(C)(C)C)C=C2)NC=2C3=C(N=CN2)N=C(C=C3)C(C)C)C=C1 (4-(4-Amino-phenoxy)-N-(5-tert-butyl-[1,3,4]thiadiazol-2-yl)-3-(7-isopropyl-pyrido[2,3-d]pyrimidin-4-ylamino)-benzamide). RXN SMILES: C(OC(=O)[NH:7][C:8]1[CH:13]=[CH:12][C:11]([O:14][C:15]2[CH:20]=[CH:19][C:18]([C:21](=[O:32])[NH:22][C:23]3[S:24][C:25]([C:28]([CH3:31])([CH3:30])[CH3:29])=[N:26][N:27]=3)=[CH:17][C:16]=2[NH:33][C:34]2[C:35]3[CH:43]=[CH:42][C:41]([CH:44]([CH3:46])[CH3:45])=[N:40][C:36]=3[N:37]=[CH:38][N:39]=2)=[CH:10][CH:9]=1)(C)(C)C>C(O)(C(F)(F)F)=O.C(Cl)Cl>[NH2:7][C:8]1[CH:9]=[CH:10][C:11]([O:14][C:15]2[CH:20]=[CH:19][C:18]([C:21]([NH:22][C:23]3[S:24][C:25]([C:28]([CH3:30])([CH3:31])[CH3:29])=[N:26][N:27]=3)=[O:32])=[CH:17][C:16]=2[NH:33][C:34]2[C:35]3[CH:43]=[CH:42][C:41]([CH:44]([CH3:45])[CH3:46])=[N:40][C:36]=3[N:37]=[CH:38][N:39]=2)=[CH:12][CH:13]=1. Procedure details: The product from Example 225d (212 mg, 0.323 mmol) was dissolved in a 1:1 mixture of TFA in CH2Cl2 and stirred at room temperature for 2 hrs. The solvent was removed under vacuum and the crude oil was purified by HPLC with TFA providing the product as a trifluoroacetic acid salt (9 mg, 5%). 1H NMR (300 MHz, DMSO-d6) δ ppm: 1.34 (d, J=6.99 Hz, 6 H), 1.42 (s, 9 H), 3.21-3.36 (m, 1 H), 6.79-6.87 (m, 2 H), 6.94 (d, J=8.82 Hz, 3 H), 7.86 (d, J=8.46 Hz, 1 H), 8.15 (dd, J=8.82, 2.21 Hz, 1 H), 8.28 (d, ... The reactants are ClC1=C(C(=CC(=C1)Cl)Cl)NN (2,4,6-trichlorophenylhydrazine), O (water), C(#N)CC(=O)O (Cyanoacetic acid), P(Cl)(Cl)(Cl)(Cl)Cl (phosphorous pentachloride), P(Cl)(Cl)(Cl)(Cl)Cl (phosphorous pentachloride). The solvent is C(C)N(CC)CC (triethylamine), C(Cl)Cl (methylene dichloride), CCOCC (ether). Run at time 1 hour. Yields the product C(#N)CC(=O)N(N)C1=C(C=C(C=C1Cl)Cl)Cl (2-cyano-N-(2,4,6-trichlorophenyl)acethydrazide). As a reaction SMILES: [C:1]([CH2:3][C:4]([OH:6])=O)#[N:2].P(Cl)(Cl)(Cl)(Cl)Cl.[Cl:13][C:14]1[CH:19]=[C:18]([Cl:20])[CH:17]=[C:16]([Cl:21])[C:15]=1[NH:22][NH2:23].O>CCOCC.C(N(CC)CC)C.C(Cl)Cl>[C:1]([CH2:3][C:4]([N:22]([C:15]1[C:16]([Cl:21])=[CH:17][C:18]([Cl:20])=[CH:19][C:14]=1[Cl:13])[NH2:23])=[O:6])#[N:2]. Reported procedure: Cyanoacetic acid (8.5 g, 0.10 mol) in 200 mL of dry ether was treated with 20.8 g (0.10 mol) of phosphorous pentachloride, warmed briefly to reflux and let cool to room temperature at which time all of the phosphorous pentachloride, had dissolved. After a small amount of insoluble material was removed by filtration, the ether was removed on the rotary evaporator. Then 100 mL of toluene was added and stripped to remove phosphorous oxytrichloride. The residual pale yellow oil was immediately disso... Product: Nc1cc(-c2nc3ncc(Cl)c(Cl)c3[nH]2)ccc1OCCN1CCOCC1. As a reaction SMILES: [CH3:33][CH2:34][OH:35].[Ca+2:31].[Cl-:30].[Cl-:32].[Cl:1][c:2]1[c:3]([Cl:29])[c:4]2[c:5]([n:6][cH:7]1)[n:8][c:9](-[c:11]1[cH:12][c:13]([N+:26]([O-:27])=[O:28])[c:14]([O:17][CH2:18][CH2:19][N:20]3[CH2:21][CH2:22][O:23][CH2:24][CH2:25]3)[cH:15][cH:16]1)[nH:10]2.[Zn:36]>>[Cl:1][c:2]1[c:3]([Cl:29])[c:4]2[c:5]([n:6][cH:7]1)[n:8][c:9](-[c:11]1[cH:12][c:13]([NH2:26])[c:14]([O:17][CH2:18][CH2:19][N:20]3[CH2:21][CH2:22][O:23][CH2:24][CH2:25]3)[cH:15][cH:16]1)[nH:10]2. Reactants: CCO, [Ca+2], [Cl-], [Cl-], O=[N+]([O-])c1cc(-c2nc3ncc(Cl)c(Cl)c3[nH]2)ccc1OCCN1CCOCC1, [Zn]. Reactants: CC(CS(=O)(=O)N(C1=NN(C2=CC=C(C=C12)C1C(=C(NC(=C1C#N)C)C)C#N)C(=O)OC(C)(C)C)S(=O)(=O)CC(C)C)C (Tert-Butyl 3-{bis[(2-methylpropyl)sulfonyl]amino}-5-(3,5-dicyano-2,6-dimethyl-1,4-dihydropyridin-4-yl)-1H-indazole-1-carboxylate), FC(C(=O)O)(F)F (trifluoroacetic acid). Solvent: ClCCl (dichloromethane). Reaction conditions: time 2 hour. Product: C(#N)C1=C(NC(=C(C1C=1C=C2C(=NNC2=CC1)NS(=O)(=O)CC(C)C)C#N)C)C (N-[5-(3,5-Dicyano-2,6-dimethyl-1,4-dihydropyridin-4-yl)-1H-indazol-3-yl]-2-methylpropane-1-sulfonamide). Reaction SMILES: [CH3:1][CH:2]([CH3:43])[CH2:3][S:4]([N:7](S(CC(C)C)(=O)=O)[C:8]1[C:16]2[C:11](=[CH:12][CH:13]=[C:14]([CH:17]3[C:22]([C:23]#[N:24])=[C:21]([CH3:25])[NH:20][C:19]([CH3:26])=[C:18]3[C:27]#[N:28])[CH:15]=2)[N:10](C(OC(C)(C)C)=O)[N:9]=1)(=[O:6])=[O:5].FC(F)(F)C(O)=O>ClCCl>[C:23]([C:22]1[CH:17]([C:14]2[CH:15]=[C:16]3[C:11](=[CH:12][CH:13]=2)[NH:10][N:9]=[C:8]3[NH:7][S:4]([CH2:3][CH:2]([CH3:43])[CH3:1])(=[O:6])=[O:5])[C:18]([C:27]#[N:28])=[C:19]([CH3:26])[NH:20][C:21]=1[CH3:25])#[N:24]. Procedure: 120 mg (0.19 mmol) tert-butyl 3-{bis[(2-methylpropyl)sulfonyl]amino}-5-(3,5-dicyano-2,6-dimethyl-1,4-dihydropyridin-4-yl)-1H-indazole-1-carboxylate (Example 18A) were dissolved in dichloromethane (4 ml) and treated with 0.161 ml (2.1 mmol) trifluoroacetic acid. The mixture was stirred at room temperature for 2 h and then concentrated under reduced pressure. The residue was dissolved in ethyl acetate and washed with saturated aqueous sodium bicarbonate solution. The organic layer was separated, d... Starting materials: ClC1=NN2C(C(=CC=C2)NCC=2C(=NC=CC2)N(S(=O)(=O)C)C)=N1 (N-{3-[(2-chloro-[1,2,4]triazolo[1,5-a]pyridin-8-ylamino)-methyl]-pyridin-2-yl}-N-methyl-methanesulfonamide), NC1=CC=C(C=C1)N1CCN(CC1)CCO (2-[4-(4-amino-phenyl)-piperazin-1-yl]-ethanol), C1(CCCCC1)P(C1=C(C=CC=C1)C1=C(C=CC=C1)P(C1CCCCC1)C1CCCCC1)C1CCCCC1 (2,2′-Bis-dicyclohexylphosphanyl-biphenyl). The product is OCCN1CCN(CC1)C1=CC=C(C=C1)NC1=NN2C(C(=CC=C2)NCC=2C(=NC=CC2)N(S(=O)(=O)C)C)=N1 (N-{3-[(2-{4-[4-(2-Hydroxy-ethyl)-piperazin-1-yl]-phenylamino}-[1,2,4]triazolo[1,5-a]pyridin-8-ylamino)-methyl]-pyridin-2-yl}-N-methyl-methanesulfonamide), foam. Isolated yield 46.0%. Reaction SMILES: Cl[C:2]1[N:24]=[C:5]2[C:6]([NH:10][CH2:11][C:12]3[C:13]([N:18]([CH3:23])[S:19]([CH3:22])(=[O:21])=[O:20])=[N:14][CH:15]=[CH:16][CH:17]=3)=[CH:7][CH:8]=[CH:9][N:4]2[N:3]=1.[NH2:25][C:26]1[CH:31]=[CH:30][C:29]([N:32]2[CH2:37][CH2:36][N:35]([CH2:38][CH2:39][OH:40])[CH2:34][CH2:33]2)=[CH:28][CH:27]=1.C1(P(C2CCCCC2)C2C=CC=CC=2C2C=CC=CC=2P(C2CCCCC2)C2CCCCC2)CCCCC1>>[OH:40][CH2:39][CH2:38][N:35]1[CH2:34][CH2:33][N:32]([C:29]2[CH:30]=[CH:31][C:26]([NH:25][C:2]3[N:24]=[C:5]4[C:6]([NH:10][CH2:11][C:12]5[C:13]([N:18]([CH3:23])[S:19]([CH3:22])(=[O:21])=[O:20])=[N:14][CH:15]=[CH:16][CH:17]=5)=[CH:7][CH:8]=[CH:9][N:4]4[N:3]=3)=[CH:27][CH:28]=2)[CH2:37][CH2:36]1. Procedure details: N-{3-[(2-{4-[4-(2-Hydroxy-ethyl)-piperazin-1-yl]-phenylamino}-[1,2,4]triazolo[1,5-a]pyridin-8-ylamino)-methyl]-pyridin-2-yl}-N-methyl-methanesulfonamide was prepared from N-{3-[(2-chloro-[1,2,4]triazolo[1,5-a]pyridin-8-ylamino)-methyl]-pyridin-2-yl}-N-methyl-methanesulfonamide (75.0 mg, 0.204 mmol) and 2-[4-(4-amino-phenyl)-piperazin-1-yl]-ethanol (50.0 mg, 0.226 mmol) with 2,2′-Bis-dicyclohexylphosphanyl-biphenyl (26.0 mg, 0.0476 mmol) as the ligand in a manner analogous to Example 2d. Product ... The reactants are NCCCN1CCOCC1 (N-(3-Aminopropyl)morpholine), ClC1=C(C=CC=C1)[N+](=O)[O-] (2-chloronitrobenzene), C1(=CC=CC=C1)C (Toluene). Run in N1=CC=CC=C1 (pyridine). Reaction conditions: temperature 130 celsius, time 14 hour. The product is O1CCN(CC1)CCCNC1=C(C=CC=C1)[N+](=O)[O-] (N-(3-Morpholinopropyl)-2-nitroaniline). As a reaction SMILES: [NH2:1][CH2:2][CH2:3][CH2:4][N:5]1[CH2:10][CH2:9][O:8][CH2:7][CH2:6]1.Cl[C:12]1[CH:17]=[CH:16][CH:15]=[CH:14][C:13]=1[N+:18]([O-:20])=[O:19].C1(C)C=CC=CC=1>N1C=CC=CC=1>[O:8]1[CH2:9][CH2:10][N:5]([CH2:4][CH2:3][CH2:2][NH:1][C:12]2[CH:17]=[CH:16][CH:15]=[CH:14][C:13]=2[N+:18]([O-:20])=[O:19])[CH2:6][CH2:7]1. Procedure details: N-(3-Aminopropyl)morpholine (1.04 ml) was added to a solution containing 2-chloronitrobenzene (1.005 g) in pyridine (0.78 ml), and stirred for 14 hours at 130° C. Toluene was added to the reaction mixture and concentrated. The residue, with ethyl acetate added thereto, was extracted with 1N hydrochloric acid aqueous solution. The extract was alkalified with 1N sodium hydroxide aqueous solution and extracted with ethyl acetate. The extract was washed with saturated brine, dried over sodium sulfat...